Dataset: the Open Reaction Database (ORD), a public repository of structured organic reaction records. Task: describe an organic reaction: reactants, conditions, products, and yield The reactants are C(C)OC(=O)C=1N=C(SC1CBr)C1=CC=CC=C1 (5-bromomethyl-2-phenyl-thiazole-4-carboxylic acid ethyl ester), C(C)OC(CNCC1=C(C=C(C=C1)OC)OC)=O ((2,4-dimethoxy-benzylamino)-acetic acid ethyl ester), C([O-])([O-])=O.[K+].[K+] (potassium carbonate). Run in CN(C=O)C (dimethylformamide). Reaction conditions: time 20 hour. Yields the product C(C)OC(=O)C=1N=C(SC1CN(CC(=O)OCC)CC1=C(C=C(C=C1)OC)OC)C1=CC=CC=C1 (5-{[(2,4-Dimethoxy-benzyl)-ethoxycarbonylmethyl-amino]-methyl}-2-phenyl-thiazole-4-carboxylic acid ethyl ester). Yield: 61.6%. RXN SMILES: [CH2:1]([O:3][C:4]([C:6]1[N:7]=[C:8]([C:13]2[CH:18]=[CH:17][CH:16]=[CH:15][CH:14]=2)[S:9][C:10]=1[CH2:11]Br)=[O:5])[CH3:2].[CH2:19]([O:21][C:22](=[O:36])[CH2:23][NH:24][CH2:25][C:26]1[CH:31]=[CH:30][C:29]([O:32][CH3:33])=[CH:28][C:27]=1[O:34][CH3:35])[CH3:20].C(=O)([O-])[O-].[K+].[K+]>CN(C)C=O>[CH2:1]([O:3][C:4]([C:6]1[N:7]=[C:8]([C:13]2[CH:18]=[CH:17][CH:16]=[CH:15][CH:14]=2)[S:9][C:10]=1[CH2:11][N:24]([CH2:25][C:26]1[CH:31]=[CH:30][C:29]([O:32][CH3:33])=[CH:28][C:27]=1[O:34][CH3:35])[CH2:23][C:22]([O:21][CH2:19][CH3:20])=[O:36])=[O:5])[CH3:2] |f:2.3.4|. Reported procedure: A mixture of 5-bromomethyl-2-phenyl-thiazole-4-carboxylic acid ethyl ester (596 mg, 1.83 mmol), (2,4-dimethoxy-benzylamino)-acetic acid ethyl ester (511 mg, 2.02 mmol) and potassium carbonate (380 mg, 2.75 mmol) in anhydrous dimethylformamide (7 mL) was stirred at room temperature for 20 h before it was quenched with water, extracted with ethyl acetate. The organic layer was washed with water, brine, dried over anhydrous sodium sulfate and concentrated in vacuo. The residue was purified by flash... Starting materials: Cc1cc(O)cc(C)c1CC(NC(=O)OC(C)(C)C)C(=O)O, CCN=C=NCCCN(C)C, CC(C)NC(C)c1nc(-c2ccccc2)c[nH]1, Cl, CN(C)C=O, On1nnc2ccccc21. Product: Cc1cc(O)cc(C)c1CC(NC(=O)OC(C)(C)C)C(=O)N(C(C)C)C(C)c1nc(-c2ccccc2)c[nH]1. Reaction SMILES: [C:1]([CH3:2])([CH3:3])([CH3:4])[O:5][C:6](=[O:7])[NH:8][CH:9]([C:10](=[O:11])[OH:12])[CH2:13][c:14]1[c:15]([CH3:22])[cH:16][c:17]([OH:21])[cH:18][c:19]1[CH3:20].[CH3:51][N:52]([CH3:53])[CH2:54][CH2:55][CH2:56][N:57]=[C:58]=[N:59][CH2:60][CH3:61].[CH:23]([CH3:24])([CH3:25])[NH:26][CH:27]([CH3:28])[c:29]1[nH:30][cH:31][c:32](-[c:34]2[cH:35][cH:36][cH:37][cH:38][cH:39]2)[n:33]1.[ClH:50].[O:62]=[CH:63][N:64]([CH3:65])[CH3:66].[OH:40][n:41]1[c:42]2[cH:43][cH:44][cH:45][cH:46][c:47]2[n:48][n:49]1>>[C:1]([CH3:2])([CH3:3])([CH3:4])[O:5][C:6](=[O:7])[NH:8][CH:9]([C:10](=[O:12])[N:26]([CH:23]([CH3:24])[CH3:25])[CH:27]([CH3:28])[c:29]1[nH:30][cH:31][c:32](-[c:34]2[cH:35][cH:36][cH:37][cH:38][cH:39]2)[n:33]1)[CH2:13][c:14]1[c:15]([CH3:22])[cH:16][c:17]([OH:21])[cH:18][c:19]1[CH3:20]. The reactants are Clc1ccccc1, [Na+], [Na+], [Na+], [OH-], O, O=S([O-])[O-], O=S(=O)(Cl)Cl. Product: O=S(O)c1ccc(Cl)cc1. RXN SMILES: [Cl:6][c:7]1[cH:8][cH:9][cH:10][cH:11][cH:12]1.[Na+:17].[Na+:18].[Na+:20].[OH-:19].[OH2:21].[S:13]([O-:14])([O-:15])=[O:16].[S:1](=[O:2])(=[O:3])([Cl:4])[Cl:5]>>[S:1](=[O:2])([OH:3])[c:10]1[cH:9][cH:8][c:7]([Cl:6])[cH:12][cH:11]1. Starting materials: [Br-], CCS(=O)(=O)c1ccc(C=O)cc1, C1CCOC1, CC(c1ccc2c(c1)C(C)(C)CCC2(C)C)[P+](c1ccccc1)(c1ccccc1)c1ccccc1, CO, O. Yields the product CCS(=O)(=O)c1ccc(C=C(C)c2ccc3c(c2)C(C)(C)CCC3(C)C)cc1. RXN SMILES: [Br-:1].[CH2:37]([CH3:38])[S:39](=[O:40])(=[O:41])[c:42]1[cH:43][cH:44][c:45]([CH:46]=[O:47])[cH:48][cH:49]1.[CH2:53]1[O:54][CH2:55][CH2:56][CH2:57]1.[CH3:2][C:3]1([CH3:36])[c:4]2[cH:5][cH:6][c:7]([CH:15]([CH3:16])[P+:17]([c:18]3[cH:19][cH:20][cH:21][cH:22][cH:23]3)([c:24]3[cH:25][cH:26][cH:27][cH:28][cH:29]3)[c:30]3[cH:31][cH:32][cH:33][cH:34][cH:35]3)[cH:8][c:9]2[C:10]([CH3:13])([CH3:14])[CH2:11][CH2:12]1.[CH3:51][OH:52].[OH2:50]>>[CH3:2][C:3]1([CH3:36])[c:4]2[cH:5][cH:6][c:7]([C:15]([CH3:16])=[CH:46][c:45]3[cH:44][cH:43][c:42]([S:39]([CH2:37][CH3:38])(=[O:40])=[O:41])[cH:49][cH:48]3)[cH:8][c:9]2[C:10]([CH3:13])([CH3:14])[CH2:11][CH2:12]1. Reactants: ketone, C(CCCCC)(=O)C=1C=C(C=CC1)\C=C\C1=CC=CC=C1 (trans-3-hexanoyl stilbene), [BH4-].[Na+] (sodium borohydride). The solvent is C(C)O (ethanol). Conditions: time 8 hour. Product: OC(CCCCC)C=1C=C(C=CC1)\C=C\C1=CC=CC=C1 (Trans-3-(1'hydroxyhexyl) Stilbene). As a reaction SMILES: [C:1]([C:8]1[CH:9]=[C:10](/[CH:14]=[CH:15]/[C:16]2[CH:21]=[CH:20][CH:19]=[CH:18][CH:17]=2)[CH:11]=[CH:12][CH:13]=1)(=[O:7])[CH2:2][CH2:3][CH2:4][CH2:5][CH3:6].[BH4-].[Na+]>C(O)C>[OH:7][CH:1]([C:8]1[CH:9]=[C:10](/[CH:14]=[CH:15]/[C:16]2[CH:21]=[CH:20][CH:19]=[CH:18][CH:17]=2)[CH:11]=[CH:12][CH:13]=1)[CH2:2][CH2:3][CH2:4][CH2:5][CH3:6] |f:1.2|. Reported procedure: The ketone, trans-3-hexanoyl stilbene of Example 20 (1 g) was dissolved in ethanol, and sodium borohydride (0.2 g) was added. The mixture was stirred overnight. Excess of the borohydride was destroyed by carefully adding a dilute HCl solution. The aqueous solution was extracted thoroughly with ether, and then the ether extract was washed with brine and dried. On removal of all volatiles, the pure alcohol was obtained as a clear, colorless liquid in quantitative yield. Starting materials: COC1=CC=C(C=C1)CCCC(=O)O (4-(4-methoxyphenyl)butyric cid), B#B (diborane), ice water. Run in O1CCCC1 (tetrahydrofuran), O1CCCC1 (tetrahydrofuran). Run at time 16 hour. Yields the product COC1=CC=C(C=C1)CCCCO (4-(4-methoxyphenyl)-1-butanol). As a reaction SMILES: B#B.[CH3:3][O:4][C:5]1[CH:10]=[CH:9][C:8]([CH2:11][CH2:12][CH2:13][C:14](O)=[O:15])=[CH:7][CH:6]=1>O1CCCC1>[CH3:3][O:4][C:5]1[CH:10]=[CH:9][C:8]([CH2:11][CH2:12][CH2:13][CH2:14][OH:15])=[CH:7][CH:6]=1. Procedure details: A flask containing 250 ml. 1 M diborane in tetrahydrofuran is thoroughly cooled in an ice-water bath. To the stirred solution is slowly added 38.8 g. of 4-(4-methoxyphenyl)butyric cid in 100 ml. tetrahydrofuran. After addition is completed the reaction is stirred for 16 hours at room temperature, then poured slowly into 1 l. stirred ice-water. The aqueous solution is extracted three times with 300 ml. portions of ether. The combined organic extracts are washed with water and brine, dried, and ev... Reactants: C(C1=CC=CC=C1)N1CC(CC1)C(=O)C1CC1 ((1-benzyl-pyrroldin-3-yl)-cyclopropyl-methanone), C(C)(=O)[O-].[NH4+] (ammonium acetate), [BH3-]C#N.[Na+] (NaBH3CN). Run in CO (methanol). Conditions: time 16 hour. Yields the product C(C1=CC=CC=C1)N1CC(CC1)C(C1CC1)N (1-(1-benzyl-pyrroldin-3-yl)-1-cyclopropyl-methylamine). As a reaction SMILES: [CH2:1]([N:8]1[CH2:12][CH2:11][CH:10]([C:13]([CH:15]2[CH2:17][CH2:16]2)=O)[CH2:9]1)[C:2]1[CH:7]=[CH:6][CH:5]=[CH:4][CH:3]=1.C([O-])(=O)C.[NH4+].[BH3-]C#[N:25].[Na+]>CO>[CH2:1]([N:8]1[CH2:12][CH2:11][CH:10]([CH:13]([NH2:25])[CH:15]2[CH2:17][CH2:16]2)[CH2:9]1)[C:2]1[CH:7]=[CH:6][CH:5]=[CH:4][CH:3]=1 |f:1.2,3.4|. Reported procedure: A 1 g sample of the compound from step 470b, 3.37 g of ammonium acetate and 274 mg of NaBH3CN were dissolved in 15 mL of methanol, 1.2 g of 4 Å molecular sieves were added, and the mixture was stirred at room temperature under N2 for 16 hours. The mixture was filtered, the sieves washed with methanol, the wash and filtrate combined, and concentrated. The residue was dissolved in 100 mL of methylene chloride, and 30 mL of 15% NaOH was added. The organic phase and a second wash of the aqueous phas... Starting materials: [F-].C(CCC)[N+](CCCC)(CCCC)CCCC (Tetrabutylammonium fluoride), C(C)(C)(C)[Si](C1=CC=CC=C1)(C1=CC=CC=C1)OCCC(CC=C)OCC (tert-butyl-(3-ethoxy-5-hexenyloxy)diphenylsilane). The solvent is C1CCOC1 (THF). Reaction conditions: time 1 hour. Product: C(C)OC(CCO)CC=C (3-ethoxy-5-hexen-1-ol). Isolated yield 71.2%. Reaction SMILES: [F-].C([N+](CCCC)(CCCC)CCCC)CCC.C([Si]([O:36][CH2:37][CH2:38][CH:39]([O:43][CH2:44][CH3:45])[CH2:40][CH:41]=[CH2:42])(C1C=CC=CC=1)C1C=CC=CC=1)(C)(C)C>C1COCC1>[CH2:44]([O:43][CH:39]([CH2:40][CH:41]=[CH2:42])[CH2:38][CH2:37][OH:36])[CH3:45] |f:0.1|. Procedure details: Tetrabutylammonium fluoride (1 M solution in THF, 13 mL) was added to a solution of tert-butyl-(3-ethoxy-5-hexenyloxy)diphenylsilane (4.1 g) in THF (40 mL) at room temperature, followed by stirring for one hour. The reaction solution was concentrated. The resulting crude product was purified by silica gel column chromatography to obtain the title compound (1.1 g).